From a dataset of the Open Reaction Database (ORD), a public repository of structured organic reaction records. describe an organic reaction: reactants, conditions, products, and yield Reactants: SCCCCCCN1C(=O)NC(=O)NC1=O (Mercaptohexyl Isocyanuric Acid), BrC(CCCCC)Br (dibromohexane), N1C(=O)NC(=O)NC1=O (Cyanuric acid), C(=O)([O-])[O-].[K+].[K+] (K2CO3). The solvent is CS(=O)C (DMSO). Conditions: temperature 60 celsius, time 30 minute. The product is BrCCCCCCN1C(=O)NC(=O)NC1=O (6-bromohexyl isocyanuric acid). RXN SMILES: S[CH2:2][CH2:3][CH2:4][CH2:5][CH2:6][CH2:7][N:8]1[C:15](=[O:16])[NH:14][C:12](=[O:13])[NH:11][C:9]1=[O:10].N1C(=O)NC(=O)NC1=O.C([O-])([O-])=O.[K+].[K+].[Br:32]C(Br)CCCCC>CS(C)=O>[Br:32][CH2:2][CH2:3][CH2:4][CH2:5][CH2:6][CH2:7][N:8]1[C:15](=[O:16])[NH:14][C:12](=[O:13])[NH:11][C:9]1=[O:10] |f:2.3.4|. Procedure: A scheme for the synthesis of Mercaptohexyl Isocyanuric Acid (MH-ICA) is shown in FIG. 10A. 6-Bromohexyl isocyanuric acid was synthesized using methods and materials known in the art (see, e.g. Berl et al., Chem. Eur. J. 2000, 6, 1938-1946; and Hoeben et al., Org. Biomol. Chem. 2006, 4, 4460-4462). Briefly, 1-2 Cyanuric acid (6.2 g, 48 mmol) and ground K2CO3 (1.66 g, 12.0 mmol) were dissolved in DMSO (200 mL). After the mixture was stirred for 30 min, dibromohexane (2.98 g, 12.0 mmol, 0.25 equiv...